describe an organic reaction: reactants, conditions, products, and yield From a dataset of the Open Reaction Database (ORD), a public repository of structured organic reaction records. The reactants are BrCc1ccccc1, O=C([O-])O, CCO, Cc1noc(NS(=O)(=O)c2ccc(N)cc2)c1C, [Na+]. Yields the product Cc1noc(NS(=O)(=O)c2ccc(NCc3ccccc3)cc2)c1C. RXN SMILES: [Br:24][CH2:25][c:26]1[cH:27][cH:28][cH:29][cH:30][cH:31]1.[C:19](=[O:20])([OH:21])[O-:22].[CH3:32][CH2:33][OH:34].[NH2:1][c:2]1[cH:3][cH:4][c:5]([S:8](=[O:9])(=[O:10])[NH:11][c:12]2[c:13]([CH3:18])[c:14]([CH3:17])[n:15][o:16]2)[cH:6][cH:7]1.[Na+:23]>>[NH:1]([c:2]1[cH:3][cH:4][c:5]([S:8](=[O:9])(=[O:10])[NH:11][c:12]2[c:13]([CH3:18])[c:14]([CH3:17])[n:15][o:16]2)[cH:6][cH:7]1)[CH2:25][c:26]1[cH:27][cH:28][cH:29][cH:30][cH:31]1.